This data is from the Open Reaction Database (ORD), a public repository of structured organic reaction records. The task is: describe an organic reaction: reactants, conditions, products, and yield RXN SMILES: [C:83]([c:84]1[cH:85][cH:86][cH:87][cH:88][cH:89]1)#[N:90].[C:91]([c:92]1[cH:93][cH:94][cH:95][cH:96][cH:97]1)#[N:98].[CH2:1]([CH3:2])[O:3][C:4](=[O:5])[c:6]1[cH:7][c:8]([Br:21])[cH:9][c:10]2[n:11]1[n:12][c:13]([NH:15][C:16](=[O:17])[NH:18][CH2:19][CH3:20])[n:14]2.[CH3:23][C:24](=[O:25])[O-:26].[CH3:36][c:37]1[cH:38][cH:39][cH:40][cH:41][cH:42]1.[Cl:80][Pd:81][Cl:82].[Fe+2:79].[Na+:22].[cH:43]1[cH:44][cH:45][c:46]([P:47]([c:48]2[cH:49][cH:50][cH:51][cH:52][cH:53]2)[c-:54]2[cH:55][cH:56][cH:57][cH:58]2)[cH:59][cH:60]1.[cH:61]1[cH:62][cH:63][c:64]([P:65]([c:66]2[cH:67][cH:68][cH:69][cH:70][cH:71]2)[c-:72]2[cH:73][cH:74][cH:75][cH:76]2)[cH:77][cH:78]1.[n:27]1[cH:28][n:29][cH:30][c:31]([B:33]([OH:34])[OH:35])[cH:32]1>>[CH2:1]([CH3:2])[O:3][C:4](=[O:5])[c:6]1[cH:7][c:8](-[c:31]2[cH:30][n:29][cH:28][n:27][cH:32]2)[cH:9][c:10]2[n:11]1[n:12][c:13]([NH:15][C:16](=[O:17])[NH:18][CH2:19][CH3:20])[n:14]2. The reactants are N#Cc1ccccc1, N#Cc1ccccc1, CCNC(=O)Nc1nc2cc(Br)cc(C(=O)OCC)n2n1, CC(=O)[O-], Cc1ccccc1, Cl[Pd]Cl, [Fe+2], [Na+], c1ccc(P(c2ccccc2)[c-]2cccc2)cc1, c1ccc(P(c2ccccc2)[c-]2cccc2)cc1, OB(O)c1cncnc1. The product is CCNC(=O)Nc1nc2cc(-c3cncnc3)cc(C(=O)OCC)n2n1.